From a dataset of the Open Reaction Database (ORD), a public repository of structured organic reaction records. describe an organic reaction: reactants, conditions, products, and yield The reactants are C(N)(=O)C1=NC=C(C2=C1NC1=CC(=CC=C21)NC(OCC2=CC=CC=C2)=O)C2=C(C=CC=C2)F (benzyl 1-carbamoyl-4-(2-fluorophenyl)-9H-pyrido[3,4-b]indol-7-ylcarbamate). Reagents/catalysts: [Pd] (Pd/C). The solvent is O1CCCC1 (tetrahydrofuran), CO (methanol). Product: NC1=CC=C2C3=C(NC2=C1)C(=NC=C3C3=C(C=CC=C3)F)C(=O)N (7-amino-4-(2-fluorophenyl)-9H-pyrido[3,4-b]indole-1-carboxamide). Yield: 90.1%. RXN SMILES: [C:1]([C:4]1[C:9]2[NH:10][C:11]3[C:16]([C:8]=2[C:7]([C:28]2[CH:33]=[CH:32][CH:31]=[CH:30][C:29]=2[F:34])=[CH:6][N:5]=1)=[CH:15][CH:14]=[C:13]([NH:17]C(=O)OCC1C=CC=CC=1)[CH:12]=3)(=[O:3])[NH2:2]>O1CCCC1.CO.[Pd]>[NH2:17][C:13]1[CH:12]=[C:11]2[C:16]([C:8]3[C:7]([C:28]4[CH:33]=[CH:32][CH:31]=[CH:30][C:29]=4[F:34])=[CH:6][N:5]=[C:4]([C:1]([NH2:2])=[O:3])[C:9]=3[NH:10]2)=[CH:15][CH:14]=1. Reported procedure: A mixture of benzyl 1-carbamoyl-4-(2-fluorophenyl)-9H-pyrido[3,4-b]indol-7-ylcarbamate (210 mg, 0.416 mmol) and 10% Pd/C (45 mg, 0.042 mmol) in tetrahydrofuran (5 mL) and methanol (15 mL) was stirred under H2, provided with a H2 balloon, at rt for 1 hr. The catalyst was removed by suction filtration through CELITE®. The filtrate was concentrated under vacuum. The residue was diluted with CH2Cl2 (100 mL), washed with brine (30 mL), and dried over anhydrous MgSO4. Removal of solvent under vacuum p... The reactants are Cc1ccc(C)c(C(=O)Cl)c1, Cc1ccc(C)c(C(=O)N=C=S)c1, Cc1ccc(C)c(C(=O)O)c1, CCO, Cc1ccccc1, COc1cc2nccc(Oc3ccc(N)cc3Cl)c2cc1OC, O=S(Cl)Cl. Product: COc1cc2nccc(Oc3ccc(NC(=S)NC(=O)c4cc(C)ccc4C)cc3Cl)c2cc1OC. RXN SMILES: [CH3:16][c:17]1[cH:18][cH:19][c:20]([CH3:21])[cH:22][c:23]1[C:24]([Cl:25])=[O:26].[CH3:27][c:28]1[c:29]([C:35](=[O:36])[N:37]=[C:38]=[S:39])[cH:30][c:31]([CH3:34])[cH:32][cH:33]1.[CH3:5][c:6]1[cH:7][cH:8][c:9]([CH3:10])[cH:11][c:12]1[C:13]([OH:14])=[O:15].[CH3:63][CH2:64][OH:65].[CH3:66][c:67]1[cH:68][cH:69][cH:70][cH:71][cH:72]1.[Cl:40][c:41]1[cH:42][c:43]([NH2:44])[cH:45][cH:46][c:47]1[O:48][c:49]1[cH:50][cH:51][n:52][c:53]2[cH:54][c:55]([O:61][CH3:62])[c:56]([O:59][CH3:60])[cH:57][c:58]12.[S:1]([Cl:2])([Cl:3])=[O:4]>>[CH3:27][c:28]1[c:29]([C:35](=[O:36])[NH:37][C:38](=[S:39])[NH:44][c:43]2[cH:42][c:41]([Cl:40])[c:47]([O:48][c:49]3[cH:50][cH:51][n:52][c:53]4[cH:54][c:55]([O:61][CH3:62])[c:56]([O:59][CH3:60])[cH:57][c:58]34)[cH:46][cH:45]2)[cH:30][c:31]([CH3:34])[cH:32][cH:33]1. The reactants are COc1cc2c(-c3cc4c(CNCc5ccc(SC(F)(F)F)cc5)ccnc4n3S(=O)(=O)c3ccc(C)cc3)cn(C)c2cc1OC, CO, [K+], [OH-], O. The product is COc1cc2c(-c3cc4c(CNCc5ccc(SC(F)(F)F)cc5)ccnc4[nH]3)cn(C)c2cc1OC. Reaction SMILES: [CH3:3][O:4][c:5]1[cH:6][c:7]2[c:8](-[c:17]3[cH:18][c:19]4[c:20]([n:21][cH:22][cH:23][c:24]4[CH2:25][NH:26][CH2:27][c:28]4[cH:29][cH:30][c:31]([S:34][C:35]([F:36])([F:37])[F:38])[cH:32][cH:33]4)[n:39]3[S:40]([c:41]3[cH:42][cH:43][c:44]([CH3:45])[cH:46][cH:47]3)(=[O:48])=[O:49])[cH:9][n:10]([CH3:16])[c:11]2[cH:12][c:13]1[O:14][CH3:15].[CH3:50][OH:51].[K+:2].[OH-:1].[OH2:52]>>[CH3:3][O:4][c:5]1[cH:6][c:7]2[c:8](-[c:17]3[cH:18][c:19]4[c:20]([n:21][cH:22][cH:23][c:24]4[CH2:25][NH:26][CH2:27][c:28]4[cH:29][cH:30][c:31]([S:34][C:35]([F:36])([F:37])[F:38])[cH:32][cH:33]4)[nH:39]3)[cH:9][n:10]([CH3:16])[c:11]2[cH:12][c:13]1[O:14][CH3:15]. Starting materials: II (iodine), [Cl-].[NH4+] (ammonium chloride), methyl, NC=1C=C(C=CC1Cl)C(=CC(=O)[O-])C(C)C (3-(3-amino-4-chlorophenyl)-4-methylpent-2-enoate), [Mg] (magnesium), CO (methanol). As a reaction SMILES: [NH2:1][C:2]1[CH:3]=[C:4]([C:9]([CH:14]([CH3:16])[CH3:15])=[CH:10][C:11]([O-:13])=[O:12])[CH:5]=[CH:6][C:7]=1[Cl:8].[Mg].II.[Cl-].[NH4+].[CH3:22]O>>[NH2:1][C:2]1[CH:3]=[C:4]([CH:9]([CH:14]([CH3:16])[CH3:15])[CH2:10][C:11]([O:13][CH3:22])=[O:12])[CH:5]=[CH:6][C:7]=1[Cl:8] |f:3.4|. Yields the product NC=1C=C(C=CC1Cl)C(CC(=O)OC)C(C)C (Methyl 3-(3-amino-4-chlorophenyl)-4-methylpentanoate). Reaction conditions: temperature 60 celsius, time 30 minute. Procedure details: At RT, a solution of 6.77 g (26.7 mmol) of methyl 2E/Z)-3-(3-amino-4-chlorophenyl)-4-methylpent-2-enoate in 130 ml of methanol was added to 2.2 g (90.7 mmol) of magnesium turnings and a few grains of iodine. After about 30 min, the internal temperature increased to about 60° C. After the reaction solution had cooled to room temperature, stirring at room temperature was continued for another 2 h. 50 ml of saturated aqueous ammonium chloride solution were then added slowly to the dark reaction mix... Starting materials: Nc1cccc(Br)c1, Nc1cccc(Br)c1, CSC1C2=NN=NC2=Cc2cncnc21, CC(C)O, Cl. Yields the product Brc1cccc(NC2C3=NN=NC3=Cc3cncnc32)c1, Cl. As a reaction SMILES: [Br:16][c:17]1[cH:18][c:19]([NH2:20])[cH:21][cH:22][cH:23]1.[Br:25][c:26]1[cH:27][c:28]([NH2:32])[cH:29][cH:30][cH:31]1.[CH3:1][S:2][CH:3]1[C:4]2=[N:15][N:14]=[N:13][C:5]2=[CH:6][c:7]2[cH:8][n:9][cH:10][n:11][c:12]21.[CH:33]([OH:34])([CH3:35])[CH3:36].[ClH:24]>>[CH:3]1([NH:20][c:19]2[cH:18][c:17]([Br:16])[cH:23][cH:22][cH:21]2)[C:4]2=[N:15][N:14]=[N:13][C:5]2=[CH:6][c:7]2[cH:8][n:9][cH:10][n:11][c:12]21.[ClH:24]. Reactants: C(C)(=O)N[C@@H](C(=O)OCC)CC1=CC(=C(C=C1)CC)CC (ethyl (R)-2-acetylamino-3-(3,4-diethyl-phenyl)-propionate), ice. The solvent is Cl (HCl). Product: N[C@@H](C(=O)O)CC1=CC(=C(C=C1)CC)CC ((R)-2-amino-3-(3,4-diethyl-phenyl)-propionic acid). RXN SMILES: C([NH:4][C@H:5]([CH2:11][C:12]1[CH:17]=[CH:16][C:15]([CH2:18][CH3:19])=[C:14]([CH2:20][CH3:21])[CH:13]=1)[C:6]([O:8]CC)=[O:7])(=O)C>Cl>[NH2:4][C@H:5]([CH2:11][C:12]1[CH:17]=[CH:16][C:15]([CH2:18][CH3:19])=[C:14]([CH2:20][CH3:21])[CH:13]=1)[C:6]([OH:8])=[O:7]. Reported procedure: A mixture of 13.8 g (47.4 mmol) ethyl (R)-2-acetylamino-3-(3,4-diethyl-phenyl)-propionate and 160 mL 6 M HCl was refluxed in the oil bath for 3 h. The reaction mixture was cooled in the ice bath and the precipitate formed was suction filtered.